Dataset: the Open Reaction Database (ORD), a public repository of structured organic reaction records. Task: describe an organic reaction: reactants, conditions, products, and yield Starting materials: O=C1CCC(=O)N1Br, ClC(Cl)(Cl)Cl, COC(=O)c1ccc(C)c(F)c1, CC(C)(C#N)N=NC(C)(C)C#N, [W]. Product: COC(=O)c1ccc(CBr)c(F)c1. RXN SMILES: [Br:13][N:14]1[C:15](=[O:16])[CH2:17][CH2:18][C:19]1=[O:20].[C:33]([Cl:34])([Cl:35])([Cl:36])[Cl:37].[F:1][c:2]1[cH:3][c:4]([C:5](=[O:6])[O:7][CH3:8])[cH:9][cH:10][c:11]1[CH3:12].[N:21]#[C:22][C:23]([N:24]=[N:25][C:26]([C:27]#[N:28])([CH3:29])[CH3:30])([CH3:31])[CH3:32].[W:38]>>[F:1][c:2]1[cH:3][c:4]([C:5](=[O:6])[O:7][CH3:8])[cH:9][cH:10][c:11]1[CH2:12][Br:13].